Dataset: the Open Reaction Database (ORD), a public repository of structured organic reaction records. Task: describe an organic reaction: reactants, conditions, products, and yield Starting materials: C(C)(C)(C)OC(=O)N(C)CC=1C=C(N(C1)S(=O)(=O)C1=CC=C(OCC(=O)OC)C=C1)C1=C(C=CC=C1)F (methyl 2-(4-((4-(((tert-butoxycarbonyl)(methyl)amino)methyl)-2-(2-fluorophenyl)-1H-pyrrol-1-yl)sulfonyl)phenoxy)acetate), CN (methylamine). Solvent: solution, CO (methanol). Reaction conditions: temperature 40 celsius, time 2 hour. Yields the product FC1=C(C=CC=C1)C1=CC(=CN1S(=O)(=O)C1=CC=C(C=C1)OCC(=O)NC)CN(C(OC(C)(C)C)=O)C (tert-butyl ((5-(2-fluorophenyl)-1-((4-(2-(methylamino)-2-oxoethoxy)phenyl)sulfonyl)-1H-pyrrol-3-yl)methyl)(methyl)carbamate). As a reaction SMILES: [C:1]([O:5][C:6]([N:8]([CH2:10][C:11]1[CH:12]=[C:13]([C:31]2[CH:36]=[CH:35][CH:34]=[CH:33][C:32]=2[F:37])[N:14]([S:16]([C:19]2[CH:30]=[CH:29][C:22]([O:23][CH2:24][C:25]([O:27]C)=O)=[CH:21][CH:20]=2)(=[O:18])=[O:17])[CH:15]=1)[CH3:9])=[O:7])([CH3:4])([CH3:3])[CH3:2].[CH3:38][NH2:39]>CO>[F:37][C:32]1[CH:33]=[CH:34][CH:35]=[CH:36][C:31]=1[C:13]1[N:14]([S:16]([C:19]2[CH:20]=[CH:21][C:22]([O:23][CH2:24][C:25]([NH:39][CH3:38])=[O:27])=[CH:29][CH:30]=2)(=[O:17])=[O:18])[CH:15]=[C:11]([CH2:10][N:8]([CH3:9])[C:6](=[O:7])[O:5][C:1]([CH3:4])([CH3:3])[CH3:2])[CH:12]=1. Procedure: Methyl 2-(4-((4-(((tert-butoxycarbonyl)(methyl)amino)methyl)-2-(2-fluorophenyl)-1H-pyrrol-1-yl)sulfonyl)phenoxy)acetate 4e (100 mg, 0.19 mmol) was dissolved in 5 mL of a solution of methylamine in methanol (33%), and the reaction solution was heated up to 40° C. and stirred for 2 h. The reaction solution was concentrated under reduced pressure to obtain the title product tert-butyl ((5-(2-fluorophenyl)-1-((4-(2-(methylamino)-2-oxoethoxy)phenyl)sulfonyl)-1H-pyrrol-3-yl)methyl)(methyl)carbamate 4f... Reactants: CC=1C(=NC=C(N1)C)C(C)=O (1-(3,5-dimethylpyrazin-2-yl)ethanone), N1=C(C=CC=C1C)C (2,6-lutidine), FC(S(=O)(=O)O[Si](C)(C)C)(F)F (trimethylsilyl trifluoromethanesulfonate), BrN1C(CCC1=O)=O (N-bromosuccinimide). Solvent: C(Cl)(Cl)Cl (chloroform), O (Water). Reaction conditions: time 1 hour. The product is BrCC(=O)C1=NC=C(N=C1C)C (2-Bromo-1-(3,5-dimethylpyrazin-2-yl)ethanone). The yield is 56.0%. RXN SMILES: [CH3:1][C:2]1[C:3]([C:9](=[O:11])[CH3:10])=[N:4][CH:5]=[C:6]([CH3:8])[N:7]=1.N1C(C)=CC=CC=1C.FC(F)(F)S(O[Si](C)(C)C)(=O)=O.[Br:32]N1C(=O)CCC1=O>O.C(Cl)(Cl)Cl>[Br:32][CH2:10][C:9]([C:3]1[C:2]([CH3:1])=[N:7][C:6]([CH3:8])=[CH:5][N:4]=1)=[O:11]. Procedure details: To a chloroform (2.0 mL) solution of 1-(3,5-dimethylpyrazin-2-yl)ethanone (41 mg), under ice cooling in a nitrogen atmosphere, 2,6-lutidine (54 μL) and trimethylsilyl trifluoromethanesulfonate (59 μL) were added, and the resultant was stirred for 1 hour. Then, N-bromosuccinimide (53 mg) was added thereto, and the resultant was stirred at room temperature for 30 minutes. Water was added to the reaction solution, and the resultant was stirred for 10 minutes, followed by extraction with chloroform.... Reactants: C(=O)(OC(C)(C)C)N1[C@@H](CCC1)COC1=CC=CC=C1 ((S)-(+)-N-Boc-2-phenoxymethylpyrrolidine), C(=O)(C(F)(F)F)O (TFA), [OH-].[Na+] (NaOH). Solvent: C(Cl)Cl (CH2Cl2). Conditions: time 1.5 hour. Yields the product O(C1=CC=CC=C1)C[C@H]1NCCC1 ((S)-(+)-2-Phenoxymethylpyrrolidine). Yield: 79.8%. Reaction SMILES: C([N:8]1[CH2:12][CH2:11][CH2:10][C@H:9]1[CH2:13][O:14][C:15]1[CH:20]=[CH:19][CH:18]=[CH:17][CH:16]=1)(OC(C)(C)C)=O.C(O)(C(F)(F)F)=O.[OH-].[Na+]>C(Cl)Cl>[O:14]([CH2:13][C@@H:9]1[CH2:10][CH2:11][CH2:12][NH:8]1)[C:15]1[CH:20]=[CH:19][CH:18]=[CH:17][CH:16]=1 |f:2.3|. Reported procedure: To a solution of (S)-(+)-N-Boc-2-phenoxymethylpyrrolidine (0.81 g, 2.9 mmol) in 5 mL of CH2Cl2 at 0° C. was added 5 mL of TFA dropwise over 1 hour. The solution was warmed to room temperature and stirred for 1.5 hours. The reaction mixture was slowly poured into 30 mL of 10% NaOH and extracted thrice with 20 mL of CH2Cl2. The organic layer was then dried over Na2SO4, filtered and concentrated under reduced pressure to give a light yellow oil (0.41 g, 79%). ES (+) MS m/e=178 (M+H). Starting materials: CSc1ncnc2ccncc12, CCO, Nc1ccccc1. Product: c1ccc(Nc2ncnc3ccncc23)cc1. As a reaction SMILES: [CH3:1][S:2][c:3]1[c:4]2[c:5]([n:6][cH:7][n:8]1)[cH:9][cH:10][n:11][cH:12]2.[CH3:20][CH2:21][OH:22].[NH2:13][c:14]1[cH:15][cH:16][cH:17][cH:18][cH:19]1>>[c:3]1([NH:13][c:14]2[cH:15][cH:16][cH:17][cH:18][cH:19]2)[c:4]2[c:5]([n:6][cH:7][n:8]1)[cH:9][cH:10][n:11][cH:12]2.